From a dataset of the Open Reaction Database (ORD), a public repository of structured organic reaction records. describe an organic reaction: reactants, conditions, products, and yield Starting materials: NC1=CC=CC=C1 (aniline), C(C)N(C1=CC=CC=C1)CC (N,N-diethylaniline), OC1=CC2=CC=C(C=C2C=C1C(=O)Cl)OC (2-hydroxy-6-methoxy-3-napthoic acid chloride), OC1=CC2=CC=C(C=C2C=C1C(=O)O)OC (2-hydroxy-6-methoxy-3-naphthoic acid), S(=O)(Cl)Cl (thionyl chloride), C=1C=CC=2C(C1)=CC=CC2C(=O)O (naphthoic acid). The solvent is CN(C=O)C (dimethylformamide), C(Cl)Cl (methylene chloride), C(Cl)Cl (methylene chloride). Run at time 20 minute. Product: OC1=CC2=CC=C(C=C2C=C1C(=O)NC1=CC=CC=C1)OC (2-hydroxy-6-methoxy-3-naphthanilide). The yield is 59.0%. Reaction SMILES: [OH:1][C:2]1[C:11]([C:12]([OH:14])=O)=[CH:10][C:9]2[C:4](=[CH:5][CH:6]=[C:7]([O:15][CH3:16])[CH:8]=2)[CH:3]=1.S(Cl)(Cl)=O.C1C=CC2C(=CC=CC=2C(O)=O)C=1.OC1C(C(Cl)=O)=CC2C(=CC=C(OC)C=2)C=1.[NH2:50][C:51]1[CH:56]=[CH:55][CH:54]=[CH:53][CH:52]=1.C(N(CC)C1C=CC=CC=1)C>C(Cl)Cl.CN(C)C=O>[OH:1][C:2]1[C:11]([C:12]([NH:50][C:51]2[CH:56]=[CH:55][CH:54]=[CH:53][CH:52]=2)=[O:14])=[CH:10][C:9]2[C:4](=[CH:5][CH:6]=[C:7]([O:15][CH3:16])[CH:8]=2)[CH:3]=1. Procedure details: 2-hydroxy-6-methoxy-3-naphthoic acid (10 g, 0.045 moles) and thionyl chloride (6 g, 0.05 moles) are placed inside a 250 ml three-neck flask containing about 100 ml of methylene chloride. The mixture is stirred and brought to reflux under a nitrogen atmosphere. A catalytic amount of dimethylformamide is added. After about 20 minutes, all of the naphthoic acid is reacted and goes into solution. The solution is cooled to room temperature, and transferred to a 250 ml pressure equalizing funnel. The ... Starting materials: solution, [Li]CCCC (n-BuLi), hexanes, C(C)(C)NC(C)C (diisopropylamine), COC1=CC=C(N)C=C1 (4-methoxyaniline), FC1=C(C(=O)O)C=C(C(=C1)F)F (2,4,5-trifluorobenzoic acid). Yields the product COC1=CC=C(NC2=C(C(=O)O)C=C(C(=C2)F)F)C=C1 (2-(4-Methoxy-anilino)-4,5-difluoro-benzoic Acid). Yield: 120.5%. As a reaction SMILES: [Li]CCCC.C(NC(C)C)(C)C.[CH3:13][O:14][C:15]1[CH:21]=[CH:20][C:18]([NH2:19])=[CH:17][CH:16]=1.F[C:23]1[CH:31]=[C:30]([F:32])[C:29]([F:33])=[CH:28][C:24]=1[C:25]([OH:27])=[O:26]>>[CH3:13][O:14][C:15]1[CH:21]=[CH:20][C:18]([NH:19][C:23]2[CH:31]=[C:30]([F:32])[C:29]([F:33])=[CH:28][C:24]=2[C:25]([OH:27])=[O:26])=[CH:17][CH:16]=1. Reported procedure: Using General Method 1, the reaction of 2.5 M solution of n-BuLi in hexanes (26 mL, 64 mmol), diisopropylamine (8.7 mL, 62 mmol), 4-methoxyaniline (2.6 g, 17 mmol), and 2,4,5-trifluorobenzoic acid (3.6 g, 20.7 mmol) provided 5.72 g of the crude title compound. The reactants are C[C@@H]1N([C@@H](CCC1)C)C1=NN=C2N1C=C(C=C2)O[C@@H]2CC[C@@H](C1=CC=CC=C21)N ((1S,4R)-4-[3-(cis-2,6-Dimethyl-piperidin-1-yl)-[1,2,4]triazolo[4,3-a]pyridin-6-yloxy]-1,2,3,4-tetrahydro-naphthalen-1-ylamine), ClC(COC(NC=1N(N=C(C1)C(C)(C)C)C1=CC(=CC=C1)CO)=O)(Cl)Cl ([5-tert-Butyl-2-(3-hydroxymethyl-phenyl)-2H-pyrazol-3-yl]-carbamic acid 2,2,2-trichloro-ethyl ester), CCN(C(C)C)C(C)C (DIPEA), O1CCOCC1 (dioxane). Conditions: temperature 80 celsius, time 7 hour. Product: C(=O)O.C(C)(C)(C)C=1C=C(N(N1)C1=CC(=CC=C1)CN1CCOCC1)NC(=O)N[C@H]1CC[C@H](C2=CC=CC=C12)OC=1C=CC=2N(C1)C(=NN2)N2[C@H](CCC[C@H]2C)C (1-[5-tert-Butyl-2-(3-morpholin-4-ylmethyl-phenyl)-2H-pyrazol-3-yl]-3-{(1S,4R)-4-[3-((2S,6R)-2,6-dimethyl-piperidin-1-yl)-[1,2,4]triazolo[4,3-a]pyridin-6-yloxy]-1,2,3,4-tetrahydro-naphthalen-1-yl}-urea formate salt). The yield is 95.0%. RXN SMILES: [CH3:1][C@H:2]1[CH2:7][CH2:6][CH2:5][C@@H:4]([CH3:8])[N:3]1[C:9]1[N:13]2[CH:14]=[C:15]([O:18][C@H:19]3[C:28]4[C:23](=[CH:24][CH:25]=[CH:26][CH:27]=4)[C@@H:22]([NH2:29])[CH2:21][CH2:20]3)[CH:16]=[CH:17][C:12]2=[N:11][N:10]=1.ClC(Cl)(Cl)C[O:33][C:34](=[O:53])[NH:35][C:36]1[N:37]([C:45]2[CH:50]=[CH:49][CH:48]=[C:47]([CH2:51]O)[CH:46]=2)[N:38]=[C:39]([C:41]([CH3:44])([CH3:43])[CH3:42])[CH:40]=1.[CH3:56][CH2:57][N:58](C(C)C)[CH:59]([CH3:61])C.[O:65]1CCOCC1>>[CH:34]([OH:53])=[O:33].[C:41]([C:39]1[CH:40]=[C:36]([NH:35][C:34]([NH:29][C@@H:22]2[C:23]3[C:28](=[CH:27][CH:26]=[CH:25][CH:24]=3)[C@H:19]([O:18][C:15]3[CH:16]=[CH:17][C:12]4[N:13]([C:9]([N:3]5[C@H:2]([CH3:1])[CH2:7][CH2:6][CH2:5][C@@H:4]5[CH3:8])=[N:10][N:11]=4)[CH:14]=3)[CH2:20][CH2:21]2)=[O:53])[N:37]([C:45]2[CH:50]=[CH:49][CH:48]=[C:47]([CH2:51][N:58]3[CH2:59][CH2:61][O:65][CH2:56][CH2:57]3)[CH:46]=2)[N:38]=1)([CH3:43])([CH3:42])[CH3:44] |f:4.5|. Reported procedure: A mixture of Intermediate 96c (150 mg, 0.38 mmol), Intermediate 29c (161 mg, 0.38 mmol) and DIPEA (133 pt, 0.77 mmol) in dioxane (4 mL) was stirred at 80° C. for 7 hours. After cooling, the reaction mixture was partitioned between water and DCM. The aqueous phase was extracted with EtOAc (×3) and the combined organic layers were washed with brine, dried (MgSO4) and concentrated in vacuo. The resultant residue was purified by FCC on silica, using a gradient of 1-10% MeOH in DCM to afford the titl... The reactants are CC(C)(C)NC(=O)c1cccc(CN2CCN(C(=O)c3ccc([N+](=O)[O-])cc3)CC2)c1, CO, [H][H], [Ni]. Yields the product CC(C)(C)NC(=O)c1cccc(CN2CCN(C(=O)c3ccc(N)cc3)CC2)c1. As a reaction SMILES: [C:1]([CH3:2])([CH3:3])([CH3:4])[NH:5][C:6]([c:7]1[cH:8][c:9]([CH2:13][N:14]2[CH2:15][CH2:16][N:17]([C:20]([c:21]3[cH:22][cH:23][c:24]([N+:27]([O-:28])=[O:29])[cH:25][cH:26]3)=[O:30])[CH2:18][CH2:19]2)[cH:10][cH:11][cH:12]1)=[O:31].[CH3:34][OH:35].[H:32][H:33].[Ni:36]>>[C:1]([CH3:2])([CH3:3])([CH3:4])[NH:5][C:6]([c:7]1[cH:8][c:9]([CH2:13][N:14]2[CH2:15][CH2:16][N:17]([C:20]([c:21]3[cH:22][cH:23][c:24]([NH2:27])[cH:25][cH:26]3)=[O:30])[CH2:18][CH2:19]2)[cH:10][cH:11][cH:12]1)=[O:31].